Dataset: the Open Reaction Database (ORD), a public repository of structured organic reaction records. Task: describe an organic reaction: reactants, conditions, products, and yield The reactants are C1(CC1)COC=1C(=C(C=CC1OC)C=1C=C2COC(C2=CC1)=O)O (5-(3-(cyclopropylmethoxy)-2-hydroxy-4-methoxyphenyl)isobenzofuran-1(3H)-one), C([O-])([O-])=O.[K+].[K+] (potassium carbonate), BrCC1(COC1)COC (3-bromomethyl-3-methoxymethyl-oxetane). The solvent is C(C)#N (acetonitrile). Reaction conditions: temperature 70 celsius. Product: C1(CC1)COC=1C(=C(C=CC1OC)C=1C=C2COC(C2=CC1)=O)OCC1(COC1)COC (5-[3-Cyclopropylmethoxy-4-methoxy-2-(3-methoxymethyl-oxetan-3-ylmethoxy)-phenyl]-3H-isobenzofuran-1-one). Isolated yield 27.7%. As a reaction SMILES: [CH:1]1([CH2:4][O:5][C:6]2[C:7]([OH:24])=[C:8]([C:14]3[CH:15]=[C:16]4[C:20](=[CH:21][CH:22]=3)[C:19](=[O:23])[O:18][CH2:17]4)[CH:9]=[CH:10][C:11]=2[O:12][CH3:13])[CH2:3][CH2:2]1.C(=O)([O-])[O-].[K+].[K+].Br[CH2:32][C:33]1([CH2:37][O:38][CH3:39])[CH2:36][O:35][CH2:34]1>C(#N)C>[CH:1]1([CH2:4][O:5][C:6]2[C:7]([O:24][CH2:32][C:33]3([CH2:37][O:38][CH3:39])[CH2:36][O:35][CH2:34]3)=[C:8]([C:14]3[CH:15]=[C:16]4[C:20](=[CH:21][CH:22]=3)[C:19](=[O:23])[O:18][CH2:17]4)[CH:9]=[CH:10][C:11]=2[O:12][CH3:13])[CH2:3][CH2:2]1 |f:1.2.3|. Procedure details: To a stirring solution of 5-(3-(cyclopropylmethoxy)-2-hydroxy-4-methoxyphenyl)isobenzofuran-1(3H)-one (80 mg, 0.246 mmol) in acetonitrile (15 mL), was added potassium carbonate (101 mg, 0.736 mmol) and 3-bromomethyl-3-methoxymethyl-oxetane (95 mg, 0.490 mmol) and the resultant reaction mixture was heated to 70° C. for 16 h. The reaction mixture was cooled to RT and filtered through celite. The filtrate was concentrated under reduced pressure and the residue was purified by column chromatography ... Starting materials: C(C)(=O)[O-].[NH4+] (ammonium acetate), C(C1=CC=CC=C1)(=O)C1=C(C2=C(S1)C=CC=C2)O (2-benzoyl-benzo[b]thiophen-3-ol), ice water. Solvent: petroleum ether, C(C)(=O)O (acetic acid). Run at time 2 hour. Product: NC(=C1C(C2=C(S1)C=CC=C2)=O)C2=CC=CC=C2 (2-[(Amino)phenylmethylene]-benzo[b]-thiophen-3(2H)-one). Reaction SMILES: [C:1]([C:9]1[S:13][C:12]2[CH:14]=[CH:15][CH:16]=[CH:17][C:11]=2[C:10]=1[OH:18])(=O)[C:2]1[CH:7]=[CH:6][CH:5]=[CH:4][CH:3]=1.C([O-])(=O)C.[NH4+:23]>C(O)(=O)C>[NH2:23][C:1]([C:2]1[CH:7]=[CH:6][CH:5]=[CH:4][CH:3]=1)=[C:9]1[S:13][C:12]2[CH:14]=[CH:15][CH:16]=[CH:17][C:11]=2[C:10]1=[O:18] |f:1.2|. Reported procedure: 35.1 gm (0.138 mol) of 2-benzoyl-benzo[b]thiophen-3-ol were dissolved in 35 cc of glacial acetic acid, followed by the addition of 39.0 gm (0.506 mol) of ammonium acetate and refluxing for two and a half hours. The still warm mixture was stirred into 300 cc of ice water, whereby a reddish product was precipitated. The solid was filtered off, dried in the air and recrystallized once from 60 cc of toluene. For further purification, it was dissolved in 30 cc of ethyl acetate, and just enough petrol... The reactants are CC(C)(C)c1ccc(S(=O)(=O)Cl)cc1, [Li]CCCC, CCCCCC, O=C1CCCN1, C1CCOC1. The product is CC(C)(C)c1ccc(S(=O)(=O)N2CCCC2=O)cc1. RXN SMILES: [C:12]([CH3:13])([CH3:14])([CH3:15])[c:16]1[cH:17][cH:18][c:19]([S:22](=[O:23])(=[O:24])[Cl:25])[cH:20][cH:21]1.[CH2:7]([Li:8])[CH2:9][CH2:10][CH3:11].[CH3:31][CH2:32][CH2:33][CH2:34][CH2:35][CH3:36].[NH:1]1[C:2](=[O:6])[CH2:3][CH2:4][CH2:5]1.[O:26]1[CH2:27][CH2:28][CH2:29][CH2:30]1>>[N:1]1([S:22]([c:19]2[cH:18][cH:17][c:16]([C:12]([CH3:13])([CH3:14])[CH3:15])[cH:21][cH:20]2)(=[O:23])=[O:24])[C:2](=[O:6])[CH2:3][CH2:4][CH2:5]1.